Dataset: the Open Reaction Database (ORD), a public repository of structured organic reaction records. Task: describe an organic reaction: reactants, conditions, products, and yield Reported procedure: Starting from 7-[2-(cyclopropylmethoxy)-5-fluorophenyl]-2-methyl-N-(piperidin-4-yl)-1H-pyrrolo[3,2-b]pyridine-3-carboxamide hydrochloride (example D.f7) and commercially methoxy-acetyl chloride the title compound is obtained as colorless solid. The reactants are Cl.C1(CC1)COC1=C(C=C(C=C1)F)C1=C2C(=NC=C1)C(=C(N2)C)C(=O)NC2CCNCC2 (7-[2-(cyclopropylmethoxy)-5-fluorophenyl]-2-methyl-N-(piperidin-4-yl)-1H-pyrrolo[3,2-b]pyridine-3-carboxamide hydrochloride), COCC(=O)Cl (methoxy-acetyl chloride). Reaction SMILES: Cl.[CH:2]1([CH2:5][O:6][C:7]2[CH:12]=[CH:11][C:10]([F:13])=[CH:9][C:8]=2[C:14]2[CH:19]=[CH:18][N:17]=[C:16]3[C:20]([C:24]([NH:26][CH:27]4[CH2:32][CH2:31][NH:30][CH2:29][CH2:28]4)=[O:25])=[C:21]([CH3:23])[NH:22][C:15]=23)[CH2:4][CH2:3]1.[CH3:33][O:34][CH2:35][C:36](Cl)=[O:37]>>[CH:2]1([CH2:5][O:6][C:7]2[CH:12]=[CH:11][C:10]([F:13])=[CH:9][C:8]=2[C:14]2[CH:19]=[CH:18][N:17]=[C:16]3[C:20]([C:24]([NH:26][CH:27]4[CH2:28][CH2:29][N:30]([C:36](=[O:37])[CH2:35][O:34][CH3:33])[CH2:31][CH2:32]4)=[O:25])=[C:21]([CH3:23])[NH:22][C:15]=23)[CH2:4][CH2:3]1 |f:0.1|. Yields the product C1(CC1)COC1=C(C=C(C=C1)F)C1=C2C(=NC=C1)C(=C(N2)C)C(=O)NC2CCN(CC2)C(COC)=O (7-[2-(Cyclopropylmethoxy)-5-fluorophenyl]-N-[1-(methoxyacetyl)piperidin-4-yl]-2-methyl-1H-pyrrolo[3,2-b]pyridine-3-carboxamide). Starting materials: C[Si](C)(C)C=[N+]=[N-] (trimethylsilyldiazomethane), CCOCC (ether), [Si](C)(C)(C(C)(C)C)OC1=CC=C(CC=2C(OC(C2[C@@H]2CC[C@@H](CC2)O[Si](C)(C)C(C)(C)C)=O)=O)C=C1 (3-(4-((tert-butyldimethylsilyl)oxy)benzyl)-4-(cis-4-((tert-butyldimethylsilyl)oxy)cyclohexyl)furan-2,5-dione). Solvent: CO (methanol). Run at time 5 hour. Product: [Si](C)(C)(C(C)(C)C)OC1=CC=C(C/C(/C(=O)OC)=C(/C(=O)OC)\[C@@H]2CC[C@@H](CC2)O[Si](C)(C)C(C)(C)C)C=C1 (Dimethyl 2-(4-((tert-butyldimethylsilyl)oxy)benzyl)-3-(cis-4-((tert-butyldimethylsilyl)oxy)cyclohexyl)maleate). Isolated yield 85.0%. As a reaction SMILES: [CH3:1][Si](C=[N+]=[N-])(C)C.C[CH2:9][O:10]CC.[Si:13]([O:20][C:21]1[CH:48]=[CH:47][C:24]([CH2:25][C:26]2[C:27](=[O:46])[O:28][C:29](=[O:45])[C:30]=2[C@H:31]2[CH2:36][CH2:35][C@@H:34]([O:37][Si:38]([C:41]([CH3:44])([CH3:43])[CH3:42])([CH3:40])[CH3:39])[CH2:33][CH2:32]2)=[CH:23][CH:22]=1)([C:16]([CH3:19])([CH3:18])[CH3:17])([CH3:15])[CH3:14]>CO>[Si:13]([O:20][C:21]1[CH:22]=[CH:23][C:24]([CH2:25]/[C:26](=[C:30](\[C@H:31]2[CH2:32][CH2:33][C@@H:34]([O:37][Si:38]([C:41]([CH3:42])([CH3:43])[CH3:44])([CH3:40])[CH3:39])[CH2:35][CH2:36]2)/[C:29]([O:10][CH3:9])=[O:45])/[C:27]([O:28][CH3:1])=[O:46])=[CH:47][CH:48]=1)([C:16]([CH3:18])([CH3:17])[CH3:19])([CH3:14])[CH3:15]. Reported procedure: A 2.0 M trimethylsilyldiazomethane solution in ether (0.43 ml, 0.85 mmol) was added to a solution of 3-(4-((tert-butyldimethylsilyl)oxy)benzyl)-4-(cis-4-((tert-butyldimethylsilyl)oxy)cyclohexyl)furan-2,5-dione (60 mg, 0.11 mmol) in methanol (1.5 ml) at room temperature. The mixture was stirred at room temperature for 5 hr, and the solvent was removed by distillation under reduced pressure. The residue was chromatographed on silica gel column (hexane:ethyl acetate=93:7) to give the title compound... Isolated yield 71.4%. The reactants are C1(CCCCC1)CCC[C@H](CC(=O)OC(C)(C)C)C1=NC(=NO1)CCOC (tert-Butyl (3R)-6-cyclohexyl-3-[3-(2-methoxyethyl)-1,2,4-oxadiazol-5-yl]hexanoate), FC(C(=O)O)(F)F (trifluoroacetic acid). Procedure: tert-Butyl (3R)-6-cyclohexyl-3-[3-(2-methoxyethyl)-1,2,4-oxadiazol-5-yl]hexanoate (Preparation 50) (410 mg, 1.08 mmol) was treated with trifluoroacetic acid (3 ml) and the resulting mixture was stirred at room temperature under a nitrogen atmosphere for 1 hour. The solvent was removed under reduced pressure and the residue azeotroped from toluene then dichloromethane to afford the title compound (250 mg). Run at time 1 hour. As a reaction SMILES: [CH:1]1([CH2:7][CH2:8][CH2:9][C@@H:10]([C:19]2[O:23][N:22]=[C:21]([CH2:24][CH2:25][O:26][CH3:27])[N:20]=2)[CH2:11][C:12]([O:14]C(C)(C)C)=[O:13])[CH2:6][CH2:5][CH2:4][CH2:3][CH2:2]1.FC(F)(F)C(O)=O>>[CH:1]1([CH2:7][CH2:8][CH2:9][C@@H:10]([C:19]2[O:23][N:22]=[C:21]([CH2:24][CH2:25][O:26][CH3:27])[N:20]=2)[CH2:11][C:12]([OH:14])=[O:13])[CH2:2][CH2:3][CH2:4][CH2:5][CH2:6]1. The product is C1(CCCCC1)CCC[C@H](CC(=O)O)C1=NC(=NO1)CCOC ((3R)-6-Cyclohexyl-3-[3-(2-methoxyethyl)-1,2,4-oxadiazol-5-yl]hexanoic acid). Starting materials: CO, C[O-], O=C(Nc1cccc(CN2CCOCC2)n1)Nc1csc(-c2ccnc(Cl)c2)n1, [Na+], CN(C)C=O. The product is COc1cc(-c2nc(NC(=O)Nc3cccc(CN4CCOCC4)n3)cs2)ccn1. RXN SMILES: [CH3:30][OH:31].[CH3:32][O-:33].[Cl:1][c:2]1[n:3][cH:4][cH:5][c:6](-[c:8]2[s:9][cH:10][c:11]([NH:13][C:14](=[O:15])[NH:16][c:17]3[n:18][c:19]([CH2:23][N:24]4[CH2:25][CH2:26][O:27][CH2:28][CH2:29]4)[cH:20][cH:21][cH:22]3)[n:12]2)[cH:7]1.[Na+:34].[O:35]=[CH:36][N:37]([CH3:38])[CH3:39]>>[c:2]1([O:31][CH3:30])[n:3][cH:4][cH:5][c:6](-[c:8]2[s:9][cH:10][c:11]([NH:13][C:14](=[O:15])[NH:16][c:17]3[n:18][c:19]([CH2:23][N:24]4[CH2:25][CH2:26][O:27][CH2:28][CH2:29]4)[cH:20][cH:21][cH:22]3)[n:12]2)[cH:7]1. Reactants: C(C)(C)(C)OC(=O)N1CCN(CC1)C1=CC2=CC=C(C=C2C=C1)C(=C(C#N)C#N)C (tert-butyl-4-[6-(2,2-dicyano-1-methylvinyl)-2-naphthyl]-1-piperazinecarboxylate), FC(C(=O)O)(F)F (TFA). The product is N1(CCNCC1)C=1C=C2C=CC(=CC2=CC1)C(C)=C(C#N)C#N (2-[1-(6-piperazino-2-naphthyl)ethylidene]malononitrile). RXN SMILES: C(OC([N:8]1[CH2:13][CH2:12][N:11]([C:14]2[CH:23]=[CH:22][C:21]3[C:16](=[CH:17][CH:18]=[C:19]([C:24]([CH3:30])=[C:25]([C:28]#[N:29])[C:26]#[N:27])[CH:20]=3)[CH:15]=2)[CH2:10][CH2:9]1)=O)(C)(C)C.FC(F)(F)C(O)=O>>[N:11]1([C:14]2[CH:15]=[C:16]3[C:21](=[CH:22][CH:23]=2)[CH:20]=[C:19]([C:24](=[C:25]([C:26]#[N:27])[C:28]#[N:29])[CH3:30])[CH:18]=[CH:17]3)[CH2:12][CH2:13][NH:8][CH2:9][CH2:10]1. Reported procedure: When tert-butyl-4-[6-(2,2-dicyano-1-methylvinyl)-2-naphthyl]-1-piperazinecarboxylate was treated with TFA (trifluoroacetic acid) at room temperature, TLC showed that the reaction was over in 5 minutes and gave a single product, 2-[1-(6-piperazino-2-naphthyl)ethylidene]malononitrile. The TFA was removed in vacuo at room temperature. 1H NMR: δ2.72 (s, 3H, CH3), 3.50 and 3.63 (broad, 8H, piperazine), 7.18 (broad s, 1H, 5-H), 7.29 (d, 1H, 7-H), 7.59 (d, 1H, 3-H), 7.79 (d, 1H, 4-H), 7.87 (d, 1H, 8-H)... The reactants are C(C=1C(N)=CC=CC1)(=O)OCC (ethyl anthranilate), C([O-])([O-])=O.[K+].[K+] (potassium carbonate), C(CCC)I (n-butyl iodide). The solvent is C(C)(=O)OCC (ethyl acetate). Reaction conditions: time 48 hour. Product: C(CCC)NC1=C(C=CC=C1)C(=O)OCC (Ethyl 1-(N-butylamino)benzene-2-carboxylate). The yield is 33.0%. RXN SMILES: [C:1]([O:10][CH2:11][CH3:12])(=[O:9])[C:2]1[C:3](=[CH:5][CH:6]=[CH:7][CH:8]=1)[NH2:4].C(=O)([O-])[O-].[K+].[K+].[CH2:19](I)[CH2:20][CH2:21][CH3:22]>C(OCC)(=O)C>[CH2:19]([NH:4][C:3]1[CH:5]=[CH:6][CH:7]=[CH:8][C:2]=1[C:1]([O:10][CH2:11][CH3:12])=[O:9])[CH2:20][CH2:21][CH3:22] |f:1.2.3|. Reported procedure: A mixture of ethyl anthranilate (4.96 g, 30 mmol), potassium carbonate (13.8 g, 100 mmol), and n-butyl iodide (25 mL) was stirred at ambient temperature for 48 hours and refluxed for 8 hours. The cooled reaction mixture was diluted with ethyl acetate and filtered. The filtrate was concentrated under reduced pressure and the residue obtained chromatographed eluting with ethyl acetate/hexane mixtures to afford the title comound as a light yellow liquid (2.2 g, 33%).